The task is: describe an organic reaction: reactants, conditions, products, and yield. This data is from the Open Reaction Database (ORD), a public repository of structured organic reaction records. Starting materials: C([O-])(O)=O.[Na+] (sodium bicarbonate), C(C)(=O)OCC1=NC=C(C=C1)OCCOC(C)=O ([5-(2-Acetoxyethoxy)pyridin-2-yl]methyl acetate), C([O-])(O)=O.[Na+] (sodium bicarbonate), ClC1=CC(=CC=C1)C(=O)OO (meta-chloroperbenzoic acid). Run in ClCCl (dichloromethane). Reaction conditions: time 8 hour. The product is C(C)(=O)OCC1=[N+](C=C(C=C1)OCCOC(C)=O)[O-] ([5-(2-Acetoxyethoxy)-1-oxidopyridin-2-yl]methyl acetate). RXN SMILES: [C:1]([O:4][CH2:5][C:6]1[CH:11]=[CH:10][C:9]([O:12][CH2:13][CH2:14][O:15][C:16](=[O:18])[CH3:17])=[CH:8][N:7]=1)(=[O:3])[CH3:2].ClC1C=CC=C(C(OO)=[O:27])C=1.C(=O)(O)[O-].[Na+]>ClCCl>[C:1]([O:4][CH2:5][C:6]1[CH:11]=[CH:10][C:9]([O:12][CH2:13][CH2:14][O:15][C:16](=[O:18])[CH3:17])=[CH:8][N+:7]=1[O-:27])(=[O:3])[CH3:2] |f:2.3|. Procedure details: 0.74 g of the crude product from example 25A is dissolved in 3.4 ml of dry dichloromethane, and 0.74 g (3.21 mmol) of meta-chloroperbenzoic acid is added a little at a time. The reaction mixture is stirred at RT for 8 h, and 2 ml of saturated aqueous sodium bicarbonate solution are then added. With stirring, more sodium bicarbonate powder (about 0.4 g) is added until the evolution of gas has ceased. The aqueous phase is extracted twice with in each case 5 ml of dichloromethane, and the combined ... Reactants: C(O)([O-])=O.[K+] (potassium hydrogen carbonate), ClC(=O)OCC1=CC=CC=C1 (benzyl chloroformate), C(C)(=O)OCC (ethyl acetate), S(=O)(Cl)Cl (Thionyl chloride), N[C@H](CCC(=O)O)C(=O)O (D-glutamic acid). Run in O (water), CO (methanol). Conditions: time 5 hour. Yields the product C(C1=CC=CC=C1)OC(=O)N[C@@H](C(=O)OC)CCC(=O)OC (Dimethyl (2R)-2-{[(benzyloxy)carbonyl]amino}pentanedioate). RXN SMILES: S(Cl)(Cl)=O.[NH2:5][C@@H:6]([C:12]([OH:14])=[O:13])[CH2:7]CC(O)=O.[C:15](=O)([O-])O.[K+].Cl[C:21]([O:23][CH2:24][C:25]1[CH:30]=[CH:29][CH:28]=[CH:27][CH:26]=1)=[O:22].[C:31]([O:34][CH2:35]C)(=[O:33])[CH3:32]>CO.O>[CH2:24]([O:23][C:21]([NH:5][C@H:6]([CH2:7][CH2:32][C:31]([O:34][CH3:35])=[O:33])[C:12]([O:14][CH3:15])=[O:13])=[O:22])[C:25]1[CH:30]=[CH:29][CH:28]=[CH:27][CH:26]=1 |f:2.3|. Reported procedure: Thionyl chloride (30 ml) was added to a cooled solution of D-glutamic acid (33.2 g) in methanol (250 ml) and the mixture subsequently heated under reflux for 16 h. On cooling, the mixture was concentrated under reduced pressure and the residue azeotroped with toluene to give a white solid. This was stirred with ethyl acetate, water and potassium hydrogen carbonate at 0° C. while benzyl chloroformate (30 ml) was added. The mixture was warmed to room temperature and stirred for 5 h. The separated ... Starting materials: CC(C)([O-])C.[Na+] (Sodium tert-butoxide), ClC=1C=NC=CC1 (3-chloropyridine), N1CCC(CC1)OCC1=NC(=NO1)C1=CC=NC=C1 (4-[5-(piperidin-4-yloxymethyl)[1,2,4]oxadiazol-3-yl]pyridine), 2,8,9-trisobutyl-2,5,8,9-tetraaza-1-phosphabicyclo[3.3.3]undecane. Reagents/catalysts: C=1C=CC(=CC1)/C=C/C(=O)/C=C/C2=CC=CC=C2.C=1C=CC(=CC1)/C=C/C(=O)/C=C/C2=CC=CC=C2.C=1C=CC(=CC1)/C=C/C(=O)/C=C/C2=CC=CC=C2.[Pd].[Pd] (Pd2 dba3). The solvent is C1(=CC=CC=C1)C (toluene). Reaction SMILES: CC(C)([O-])C.[Na+].Cl[C:8]1[CH:9]=[N:10][CH:11]=[CH:12][CH:13]=1.[NH:14]1[CH2:19][CH2:18][CH:17]([O:20][CH2:21][C:22]2[O:26][N:25]=[C:24]([C:27]3[CH:32]=[CH:31][N:30]=[CH:29][CH:28]=3)[N:23]=2)[CH2:16][CH2:15]1>C1(C)C=CC=CC=1.C1C=CC(/C=C/C(/C=C/C2C=CC=CC=2)=O)=CC=1.C1C=CC(/C=C/C(/C=C/C2C=CC=CC=2)=O)=CC=1.C1C=CC(/C=C/C(/C=C/C2C=CC=CC=2)=O)=CC=1.[Pd].[Pd]>[N:30]1[CH:31]=[CH:32][C:27]([C:24]2[N:23]=[C:22]([CH2:21][O:20][CH:17]3[CH2:18][CH2:19][N:14]([C:8]4[CH:9]=[N:10][CH:11]=[CH:12][CH:13]=4)[CH2:15][CH2:16]3)[O:26][N:25]=2)=[CH:28][CH:29]=1 |f:0.1,5.6.7.8.9|. Procedure: Sodium tert-butoxide (86 mg, 900 μmol) was added to a solution of 3-chloropyridine (23 mg, 200 μmol), 4-[5-(piperidin-4-yloxymethyl)[1,2,4]oxadiazol-3-yl]pyridine (Preparation 17, 65 mg, 250 μmol), Pd2 dba3 (4 mg, 4 μmol) and 2,8,9-trisobutyl-2,5,8,9-tetraaza-1-phosphabicyclo[3.3.3]undecane (6 mg, 16 μmol) in toluene (3 ml) and the resulting mixture heated at 80° C. for 48 h. After cooling and filtering through celite, the solvent was removed and the residue purified by HPLC to afford the title ... The product is N1=CC=C(C=C1)C1=NOC(=N1)COC1CCN(CC1)C=1C=NC=CC1 (4-(3-Pyridin-4-yl-[1,2,4]oxadiazol-5-ylmethoxy)-3,4,5,6-tetrahydro-2H-[1,3′]bipyridinyl). Conditions: temperature 80 celsius. The reactants are [Si](C)(C)(C(C)(C)C)O[C@H](CCCC(CP(OC)(OC)=O)=O)C (Dimethyl (S)-6-(tert-butyldimethylsilyloxy)-2-oxoheptylphosphonate), Cl[C@@H]1C[C@H]([C@@H]([C@H]1CCCC1=CC=C(S1)C(=O)OC)C=O)OC1OCCCC1 (Methyl 5-(3-((1R,2R,3R,5R)-5-chloro-2-formyl-3-(tetrahydro-2H-pyran-2-yloxy)cyclopentyl)propyl)thiophene-2-carboxylate), aldehyde, [H-].[Na+] (sodium hydride). Run in C1CCOC1 (THF), C1CCOC1 (THF), C1CCOC1 (THF). Run at temperature 25 celsius, time 2.5 hour. Product: [Si](C)(C)(C(C)(C)C)O[C@H](CCCC(/C=C/[C@@H]1[C@H]([C@@H](C[C@H]1OC1OCCCC1)Cl)CCCC1=CC=C(S1)C(=O)OC)=O)C (Methyl 5-(3-((1R,2R,3R,5R)-2-((S,E)-7-(tert-butyldimethylsilyloxy)-3-oxooct-1-enyl)-5-chloro-3-(tetrahydro-2H-pyran-2-yloxy)cyclopentyl)propyl)thiophene-2-carboxylate). The yield is 94.1%. Reaction SMILES: [H-].[Na+].[Si:3]([O:10][C@@H:11]([CH3:24])[CH2:12][CH2:13][CH2:14][C:15](=[O:23])[CH2:16]P(=O)(OC)OC)([C:6]([CH3:9])([CH3:8])[CH3:7])([CH3:5])[CH3:4].[Cl:25][C@H:26]1[C@H:30]([CH2:31][CH2:32][CH2:33][C:34]2[S:38][C:37]([C:39]([O:41][CH3:42])=[O:40])=[CH:36][CH:35]=2)[C@@H:29]([CH:43]=O)[C@H:28]([O:45][CH:46]2[CH2:51][CH2:50][CH2:49][CH2:48][O:47]2)[CH2:27]1>C1COCC1>[Si:3]([O:10][C@@H:11]([CH3:24])[CH2:12][CH2:13][CH2:14][C:15](=[O:23])/[CH:16]=[CH:43]/[C@H:29]1[C@H:28]([O:45][CH:46]2[CH2:51][CH2:50][CH2:49][CH2:48][O:47]2)[CH2:27][C@@H:26]([Cl:25])[C@@H:30]1[CH2:31][CH2:32][CH2:33][C:34]1[S:38][C:37]([C:39]([O:41][CH3:42])=[O:40])=[CH:36][CH:35]=1)([C:6]([CH3:7])([CH3:8])[CH3:9])([CH3:4])[CH3:5] |f:0.1|. Reported procedure: To a suspension of 160.3 mg of sodium hydride (60% oil dispersion, 4.00 mmol) in 8 ml of THF at 0° C. was added a solution of dimethyl (S)-6-(tert-butyldimethylsilyloxy)-2-oxoheptylphosphonate 13 (1.41 g, 4.00 mmol) in 4 mL THF. The mixture was stirred at 0° C. for 30 min before a solution of aldehyde 7 (1.10 g, 2.65 mmol) in 4 ml of THF was added dropwise. The syringe containing the aldehyde was rinsed with 2 mL of THF to complete the addition and the mixture was stirred at 25° C. for 2.5 h. Th... The reactants are O=C([O-])[O-], CC(=O)OC(C)Br, CC(C)CC1C(=O)NC(C2Cc3ccccc3C2)C(=O)N1C(C(=O)O)c1ccc(F)cc1F, [K+], [K+], CN(C)C=O. Product: CC(=O)OC(C)OC(=O)C(c1ccc(F)cc1F)N1C(=O)C(C2Cc3ccccc3C2)NC(=O)C1CC(C)C. RXN SMILES: [C:34](=[O:35])([O-:36])[O-:37].[C:40]([CH3:41])(=[O:42])[O:43][CH:44]([CH3:45])[Br:46].[F:1][c:2]1[c:3]([CH:9]([C:10](=[O:11])[OH:12])[N:13]2[C:14](=[O:33])[CH:15]([CH:24]3[CH2:25][c:26]4[cH:27][cH:28][cH:29][cH:30][c:31]4[CH2:32]3)[NH:16][C:17](=[O:23])[CH:18]2[CH2:19][CH:20]([CH3:21])[CH3:22])[cH:4][cH:5][c:6]([F:8])[cH:7]1.[K+:38].[K+:39].[O:47]=[CH:48][N:49]([CH3:50])[CH3:51]>>[F:1][c:2]1[c:3]([CH:9]([C:10](=[O:11])[O:12][CH:44]([O:43][C:40]([CH3:41])=[O:42])[CH3:45])[N:13]2[C:14](=[O:33])[CH:15]([CH:24]3[CH2:25][c:26]4[cH:27][cH:28][cH:29][cH:30][c:31]4[CH2:32]3)[NH:16][C:17](=[O:23])[CH:18]2[CH2:19][CH:20]([CH3:21])[CH3:22])[cH:4][cH:5][c:6]([F:8])[cH:7]1. The reactants are Cl (hydrochloric acid), C(=C\CCC)/[C@@H]1CC[C@H](CC1)C1=CC=C(C#N)C=C1 (p-[trans-4-(trans-1-pentenyl)-cyclohexyl]benzonitrile), solution, [OH-].[K+] (potassium hydroxide), C(COCCO)O (diethylene glycol). Product: C(=C\CCC)/[C@@H]1CC[C@H](CC1)C1=CC=C(C(=O)O)C=C1 (p-[trans-4-(trans-1-pentenyl)cyclohexyl]benzoic acid). Yield: 92.0%. RXN SMILES: [CH:1](/[C@H:6]1[CH2:11][CH2:10][C@H:9]([C:12]2[CH:19]=[CH:18]C(C#N)=[CH:14][CH:13]=2)[CH2:8][CH2:7]1)=[CH:2]\[CH2:3][CH2:4][CH3:5].[OH-:20].[K+].Cl.C(O)CO[CH2:26][CH2:27][OH:28]>>[CH:1](/[C@H:6]1[CH2:11][CH2:10][C@H:9]([C:12]2[CH:19]=[CH:18][C:26]([C:27]([OH:28])=[O:20])=[CH:14][CH:13]=2)[CH2:8][CH2:7]1)=[CH:2]\[CH2:3][CH2:4][CH3:5] |f:1.2|. Procedure: A mixture of 100 mg of p-[trans-4-(trans-1-pentenyl)-cyclohexyl]benzonitrile and 10 ml of a 10% solution of potassium hydroxide in diethylene glycol was boiled at 180° C. for 1 hour while gassing with argon in a round flask provided with a magnetic stirrer and a reflux condenser. After cooling the brown reaction mixture was made acid with 25% hydrochloric acid and partitioned between 70 ml of dichloromethane and 70 ml of water The aqueous phase was back-extracted three times with 70 ml of dichlo... The reactants are CS(=O)(=O)C1=NC=CC(=N1)C1=CN=C2N1C=CN=C2N2CCN(CC2)C (3-(2-methanesulfonyl-pyrimidin-4-yl)-8-(4-methyl-piperazin-1-yl)-imidazo[1,2-a]pyrazine), S1C=C(C=C1)CN (thiophen-3-ylmethanamine). Run at temperature 140 celsius, time 2 hour. Product: CN1CCN(CC1)C=1C=2N(C=CN1)C(=CN2)C2=NC(=NC=C2)NCC2=CSC=C2 ({4-[8-(4-methyl-piperazin-1-yl)-imidazo[1,2-a]pyrazin-3-yl]-pyrimidin-2-yl}-thiophen-3-ylmethyl-amine). Isolated yield 53.0%. As a reaction SMILES: CS([C:5]1[N:10]=[C:9]([C:11]2[N:15]3[CH:16]=[CH:17][N:18]=[C:19]([N:20]4[CH2:25][CH2:24][N:23]([CH3:26])[CH2:22][CH2:21]4)[C:14]3=[N:13][CH:12]=2)[CH:8]=[CH:7][N:6]=1)(=O)=O.[S:27]1[CH:31]=[CH:30][C:29]([CH2:32][NH2:33])=[CH:28]1>>[CH3:26][N:23]1[CH2:24][CH2:25][N:20]([C:19]2[C:14]3[N:15]([C:11]([C:9]4[CH:8]=[CH:7][N:6]=[C:5]([NH:33][CH2:32][C:29]5[CH:30]=[CH:31][S:27][CH:28]=5)[N:10]=4)=[CH:12][N:13]=3)[CH:16]=[CH:17][N:18]=2)[CH2:21][CH2:22]1. Procedure: The mixture of 3-(2-methanesulfonyl-pyrimidin-4-yl)-8-(4-methyl-piperazin-1-yl)-imidazo[1,2-a]pyrazine (from Example 46 supra) (120 mg, 0.32 mmol) and thiophen-3-ylmethanamine (145 mg, 1.28 mmol) was heated at 140° C. with stirring for 2 hours. The oil was purified by chromatography (silica gel, 10 g, 200-300 mesh, eluting with dichloromethane:methanol, 30:1 to 10:1) to afford {4-[8-(4-methyl-piperazin-1-yl)-imidazo[1,2-a]pyrazin-3-yl]-pyrimidin-2-yl}-thiophen-3-ylmethyl-amine (Yield 69 mg, 52.8... Starting materials: Cl.NO (Hydroxylamine hydrochloride), C(#N)C1=CC=C(C=C1)C(C=CN(C)C)=O (1-(4-cyanophenyl)-3-dimethylaminopropen-1-one). Run in CO (MeOH), O (water). Run at time 24 hour. The product is O1N=CC=C1C1=CC=C(C#N)C=C1 (4-(5-isoxazolyl)-benzonitrile). The yield is 89.3%. RXN SMILES: Cl.NO.[C:4]([C:6]1[CH:11]=[CH:10][C:9]([C:12](=[O:18])[CH:13]=[CH:14][N:15](C)C)=[CH:8][CH:7]=1)#[N:5]>CO.O>[O:18]1[C:12]([C:9]2[CH:10]=[CH:11][C:6]([C:4]#[N:5])=[CH:7][CH:8]=2)=[CH:13][CH:14]=[N:15]1 |f:0.1|. Procedure: Hydroxylamine hydrochloride (21.40 g, 308 mmol) was added to a suspension of 1-(4-cyanophenyl)-3-dimethylaminopropen-1-one (55.96 g, 280 mmol) in MeOH (450 ml) and the reaction stirred at room temperature for 24 h. The reaction was diluted with water (400 ml) and the resultant precipitate collected by filtration, washed with water (5×150 ml) and dried in vacuo to give 4-(5-isoxazolyl)-benzonitrile as a pale yellow solid (42.53 g) m.p. 148-149°. δH (CDCl3) 8.35 (1H, d, J 1.8 Hz), 7.91 (2H, d, J 8...